describe an organic reaction: reactants, conditions, products, and yield From a dataset of the Open Reaction Database (ORD), a public repository of structured organic reaction records. Reactants: BrC=1C=CC(=NC1OC)C(=O)OC (methyl 5-bromo-6-methoxypyridine-2-carboxylate), BrC=1C=CC(=NC1OC)C(OC)=N (methyl 5-bromo-6-methoxypyridine-2-carboximidoate), Cl (hydrochloric acid). Solvent: CO (methanol). Yields the product Cl.CC1=NC=CC(=C1)C=1C(NC(=CC1)C(=O)O)=O (2′-Methyl-2-oxo-1,2-dihydro-3,4′-bipyridine-6-carboxylic acid, hydrochloride salt). Reaction SMILES: Br[C:2]1[CH:3]=[CH:4][C:5]([C:10]([O:12]C)=[O:11])=[N:6][C:7]=1[O:8]C.Br[C:15]1[CH:16]=[CH:17][C:18]([C:23](=N)OC)=[N:19][C:20]=1OC.[ClH:27]>CO>[ClH:27].[CH3:23][C:18]1[CH:17]=[C:16]([C:2]2[C:7](=[O:8])[NH:6][C:5]([C:10]([OH:12])=[O:11])=[CH:4][CH:3]=2)[CH:15]=[CH:20][N:19]=1 |f:4.5|. Procedure: Synthesis of methyl 5-bromo-6-methoxypyridine-2-carboxylate (C30). A stirred solution of methyl 5-bromo-6-methoxypyridine-2-carboximidoate (C29) (9.42 g, 38.4 mmol) in methanol (66 mL) and concentrated hydrochloric acid (6.6 mL) was heated under reflux for 18 hours. The reaction was concentrated to dryness under reduced pressure. The resulting solid was dissolved in dichloromethane (500 mL) and washed with saturated aqueous sodium bicarbonate solution (250 mL). The aqueous phase was extracted wi... Starting materials: BrC1=CC=C(O[C@@H]2[C@@H](CCC2)NS(=O)(=O)C(C)C)C=C1 (cis-N-[2-(4-bromophenoxy)cyclopentyl]propane-2-sulfonamide), BrC1=C(C=C(O[C@H]2[C@H](CCCC2)N)C=C1)F ((1S,2R)-2-(4-bromo-3-fluorophenoxy)cyclohexanamine), BrC1=CC=C(O[C@H]2[C@H](CCCC2)N)C=C1 ((1S,2R)-2-(4-bromophenoxy)cyclohexanamine), BrC1=C(C=C(C=C1)O)F (4-bromo-3-fluorophenol). Yields the product BrC1=C(C=C(O[C@H]2[C@H](CCCC2)N)C=C1)F ((1S,2R)-2-(4-Bromo-3-fluorophenoxy)cyclohexanamine), BrC1=C(C=C(O[C@H]2[C@H](CCCC2)NS(=O)(=O)C(C)C)C=C1)F (N-[(1S,2R)-2-(4-bromo-3-fluorophenoxy)cyclohexyl]propane-2-sulfonamide). Reaction SMILES: BrC1C=CC(O[C@H]2CCC[C@H]2N[S:13]([CH:16]([CH3:18])[CH3:17])(=[O:15])=[O:14])=CC=1.[Br:21][C:22]1[CH:35]=[CH:34][C:25]([O:26][C@@H:27]2[CH2:32][CH2:31][CH2:30][CH2:29][C@@H:28]2[NH2:33])=[CH:24][C:23]=1[F:36].BrC1C=CC(O[C@@H]2CCCC[C@@H]2N)=CC=1.BrC1C=CC(O)=CC=1F>>[Br:21][C:22]1[CH:35]=[CH:34][C:25]([O:26][C@@H:27]2[CH2:32][CH2:31][CH2:30][CH2:29][C@@H:28]2[NH2:33])=[CH:24][C:23]=1[F:36].[Br:21][C:22]1[CH:35]=[CH:34][C:25]([O:26][C@@H:27]2[CH2:32][CH2:31][CH2:30][CH2:29][C@@H:28]2[NH:33][S:13]([CH:16]([CH3:18])[CH3:17])(=[O:15])=[O:14])=[CH:24][C:23]=1[F:36]. Procedure details: The title compound was prepared according to the general procedure for the synthesis of cis-N-[2-(4-bromophenoxy)cyclopentyl]propane-2-sulfonamide in Example 5, except that (1S,2R)-2-(4-bromo-3-fluorophenoxy)cyclohexanamine was used in place of cis-2-(4-bromophenoxy)cyclopentanamine, and the chromatographic purification employed 0% to 1% methanol in dichloromethane as gradient. (1S,2R)-2-(4-Bromo-3-fluorophenoxy)cyclohexanamine was synthesized according to the general procedures described for sy... Reactants: C(C)(=O)O[BH-](OC(C)=O)OC(C)=O.[Na+] (Sodium triacetoxyborohydride), Cl.N[C@H]1[C@@H](CC=2C=CC(=CC2C1(C)C)C(=O)N)OC (trans-7-Amino-8,8-dimethyl-6-methoxy-5,6,7,8-tetrahydronaphthalene-2-carboxylic acid amide hydrochloride), C(C)(C)(C)OC(NCCC=O)=O ((3-oxo-propyl)-carbamic acid tert-butyl ester), C(C)(C)N(C(C)C)CC (N,N-diisopropylethylamine), C([O-])(O)=O.[Na+] (sodium bicarbonate). The solvent is ClCCl (dichloromethane). Conditions: time 17 hour. Yields the product C(C)(C)(C)OC(NCCCN[C@@H]1C(C2=CC(=CC=C2C[C@H]1OC)C(N)=O)(C)C)=O ([3-(trans-7-Carbamoyl-3-methoxy-1,1-dimethyl-1,2,3,4-tetrahydro-naphthalen-2-ylamino)-propyl]-carbamic acid tert-butyl ester). Isolated yield 100.0%. RXN SMILES: Cl.[NH2:2][C@@H:3]1[C:12]([CH3:14])([CH3:13])[C:11]2[CH:10]=[C:9]([C:15]([NH2:17])=[O:16])[CH:8]=[CH:7][C:6]=2[CH2:5][C@H:4]1[O:18][CH3:19].[C:20]([O:24][C:25](=[O:31])[NH:26][CH2:27][CH2:28][CH:29]=O)([CH3:23])([CH3:22])[CH3:21].C(N(CC)C(C)C)(C)C.C(O[BH-](OC(=O)C)OC(=O)C)(=O)C.[Na+].C(=O)(O)[O-].[Na+]>ClCCl>[C:20]([O:24][C:25](=[O:31])[NH:26][CH2:27][CH2:28][CH2:29][NH:2][C@H:3]1[C@H:4]([O:18][CH3:19])[CH2:5][C:6]2[C:11](=[CH:10][C:9]([C:15](=[O:16])[NH2:17])=[CH:8][CH:7]=2)[C:12]1([CH3:14])[CH3:13])([CH3:23])([CH3:22])[CH3:21] |f:0.1,4.5,6.7|. Procedure details: trans-7-Amino-8,8-dimethyl-6-methoxy-5,6,7,8-tetrahydronaphthalene-2-carboxylic acid amide hydrochloride (0.75 g, 2.64 mmol), (3-oxo-propyl)-carbamic acid tert-butyl ester (0.55 g, 3.16 mmol), and N,N-diisopropylethylamine (1.38 mL, 7.92 mmol) were dissolved in dichloromethane (15 mL) at room temperature. Sodium triacetoxyborohydride (1.03 g, 4.85 mmol) was added and the reaction was stirred for 17 h at room temperature. Saturated sodium bicarbonate was added, and the reaction mixture was extrac... Reactants: CCOCC (ether), C[Si](C)(C)C=[N+]=[N-] ((trimethylsilyl)diazomethane), ClC1=C(C(=O)O)C=CC(=N1)C (2-chloro-6-methylnicotinic acid), CC(=O)O (HOAc). Solvent: C1CCOC1 (THF), CO (MeOH). Run at time 30 minute. Product: ClC1=C(C(=O)OC)C=CC(=N1)C (methyl 2-chloro-6-methylnicotinate). Yield: 93.0%. RXN SMILES: [CH3:1]COCC.C[Si](C=[N+]=[N-])(C)C.[Cl:13][C:14]1[N:22]=[C:21]([CH3:23])[CH:20]=[CH:19][C:15]=1[C:16]([OH:18])=[O:17].CC(O)=O>C1COCC1.CO>[Cl:13][C:14]1[N:22]=[C:21]([CH3:23])[CH:20]=[CH:19][C:15]=1[C:16]([O:18][CH3:1])=[O:17]. Procedure: A 2 M ether solution of (trimethylsilyl)diazomethane (30 mL, 60.0 mmol) was added to a solution of 2-chloro-6-methylnicotinic acid (8 g, 45.2 mmol) in THF (100 mL) and MeOH (25 mL) in a room temperature water bath. After 30 min, HOAc (2 mL) was added. The mixture was concentrated and purified by silica gel chromatography, eluting with 0-20% EtOAc in hexanes, to give methyl 2-chloro-6-methylnicotinate as colorless oil (7.77 g, 93% yield). MS (ES+) m/z: 186 (M+H); LC retention time: 2.64 min (anal...